Dataset: the Open Reaction Database (ORD), a public repository of structured organic reaction records. Task: describe an organic reaction: reactants, conditions, products, and yield Reaction SMILES: [CH2:22]([CH:23]1[CH2:24][O:25]1)[O:26][S:27]([c:28]1[cH:29][cH:30][cH:31][c:32]([N+:33]([O-:34])=[O:35])[cH:36]1)(=[O:37])=[O:38].[CH2:51]1[O:52][CH2:53][CH2:54][CH2:55]1.[CH3:12][Si:13]([N-:14][Si:15]([CH3:16])([CH3:17])[CH3:18])([CH3:19])[CH3:20].[CH3:1][c:2]1[nH:3][c:4]2[cH:5][cH:6][cH:7][c:8]([OH:11])[c:9]2[cH:10]1.[CH3:45][CH2:46][O:47][C:48](=[O:49])[CH3:50].[Na+:21].[Na+:39].[Na+:40].[O-:41][C:42](=[O:43])[O-:44]>>[CH3:1][c:2]1[nH:3][c:4]2[cH:5][cH:6][cH:7][c:8]([O:11][CH2:22][CH:23]3[CH2:24][O:25]3)[c:9]2[cH:10]1. Starting materials: O=[N+]([O-])c1cccc(S(=O)(=O)OCC2CO2)c1, C1CCOC1, C[Si](C)(C)[N-][Si](C)(C)C, Cc1cc2c(O)cccc2[nH]1, CCOC(C)=O, [Na+], [Na+], [Na+], O=C([O-])[O-]. Product: Cc1cc2c(OCC3CO3)cccc2[nH]1.